Dataset: the Open Reaction Database (ORD), a public repository of structured organic reaction records. Task: describe an organic reaction: reactants, conditions, products, and yield Starting materials: CCN=C=NCCCN(C)C.Cl (WSC hydrochloride), C1(CCCCC1)NC1CCCCC1.C1(=CC=CC=C1)S(=O)(=O)N[C@@H](CCCCNC(=O)OCC1=CC=CC=C1)C(=O)O (Nα -benzenesulfonyl-Nε -benzyloxycarbonyl-L-lysine dicyclohexylamine), Cl.C(C1=CC=CC=C1)OC([C@H]1NCCC1)=O (proline benzylester hydrochloride), C=1C=CC2=C(C1)N=NN2O (HOBT). The solvent is C(Cl)Cl (methylene chloride), C(Cl)Cl (methylene chloride). Run at time 2 hour. Product: C(C1=CC=CC=C1)OC([C@H]1N(CCC1)C([C@@H](NS(=O)(=O)C1=CC=CC=C1)CCCCNC(=O)OCC1=CC=CC=C1)=O)=O (Nα -benzenesulfonyl-Nε -benzyloxycarbonyl-L-lysyl-L-proline benzylester). RXN SMILES: C1(NC2CCCCC2)CCCCC1.[C:14]1([S:20]([NH:23][C@H:24]([C:40](O)=[O:41])[CH2:25][CH2:26][CH2:27][CH2:28][NH:29][C:30]([O:32][CH2:33][C:34]2[CH:39]=[CH:38][CH:37]=[CH:36][CH:35]=2)=[O:31])(=[O:22])=[O:21])[CH:19]=[CH:18][CH:17]=[CH:16][CH:15]=1.Cl.[CH2:44]([O:51][C:52](=[O:58])[C@@H:53]1[CH2:57][CH2:56][CH2:55][NH:54]1)[C:45]1[CH:50]=[CH:49][CH:48]=[CH:47][CH:46]=1.C1C=CC2N(O)N=NC=2C=1.CCN=C=NCCCN(C)C.Cl>C(Cl)Cl>[CH2:44]([O:51][C:52](=[O:58])[C@@H:53]1[CH2:57][CH2:56][CH2:55][N:54]1[C:40](=[O:41])[C@H:24]([CH2:25][CH2:26][CH2:27][CH2:28][NH:29][C:30]([O:32][CH2:33][C:34]1[CH:39]=[CH:38][CH:37]=[CH:36][CH:35]=1)=[O:31])[NH:23][S:20]([C:14]1[CH:15]=[CH:16][CH:17]=[CH:18][CH:19]=1)(=[O:22])=[O:21])[C:45]1[CH:46]=[CH:47][CH:48]=[CH:49][CH:50]=1 |f:0.1,2.3,5.6|. Reported procedure: Nα -benzenesulfonyl-Nε -benzyloxycarbonyl-L-lysine dicyclohexylamine (3.01 g, 5 mmole), proline benzylester hydrochloride (1.21 g, 5 mmole) and HOBT (0.68 g, 5 mmole) were dissolved in methylene chloride (30 ml) and WSC hydrochloride (0.96 g, 5 mmole) was added thereto at -30° C. The mixture was stirred for 2 hours at less than 0° C., and then overnight at room temperature, and methylene chloride (70 ml) was added to the solution. The solution was washed with 5% aqueous sodium bicarbonate (100 m... Starting materials: CC1(OC2=C(CC1)C(=C(C(=C2C)C)OCC2=CC=CC=C2)C)C#CCC(CCCC(CCCC(C)C)C)C (3,4-dihydro-2,5,7,8-tetramethyl-2-(4,8,12-trimethyl-1-tridecynyl)-6-(phenylmethoxy)-2H-1-benzopyran). Reagents/catalysts: [Ni] (Raney Nickel). The solvent is C(C)O (ethanol), C(C)(=O)OCC (ethyl acetate). Run at time 6 hour. Yields the product CC1=C(C(=C2CC[C@@](OC2=C1C)(C)CCC[C@H](C)CCC[C@H](C)CCCC(C)C)C)O ((2R,4'R,8'R)-α-tocopherol). Yield: 101.2%. Reaction SMILES: [CH3:1][C:2]1([C:23]#[C:24][CH2:25][CH:26]([CH3:38])[CH2:27][CH2:28][CH2:29][CH:30]([CH3:37])[CH2:31][CH2:32][CH2:33][CH:34]([CH3:36])[CH3:35])[CH2:7][CH2:6][C:5]2[C:8]([CH3:22])=[C:9]([O:14]CC3C=CC=CC=3)[C:10]([CH3:13])=[C:11]([CH3:12])[C:4]=2[O:3]1>[Ni].C(O)C.C(OCC)(=O)C>[CH3:13][C:10]1[C:11]([CH3:12])=[C:4]2[C:5]([CH2:6][CH2:7][C@:2]([CH2:23][CH2:24][CH2:25][C@@H:26]([CH2:27][CH2:28][CH2:29][C@@H:30]([CH2:31][CH2:32][CH2:33][CH:34]([CH3:36])[CH3:35])[CH3:37])[CH3:38])([CH3:1])[O:3]2)=[C:8]([CH3:22])[C:9]=1[OH:14]. Reported procedure: A mixture of [2S-(4R*,8R*,)]-3,4-dihydro-2,5,7,8-tetramethyl-2-(4,8,12-trimethyl-1-tridecynyl)-6-(phenylmethoxy)-2H-1-benzopyran, (200 mg, 0.39 mmol) and 40 mg of Raney Nickel in 5 mL of ethanol and 5 mL of ethyl acetate was hydrogenated at 25° C. and atmospheric pressure for 6 h. Workup in the usual manner and purification of the crude product by chromatography on silica gel (eluent 1:5 ether-hexanes) gave 170 mg of (2R,4'R,8'R)-α-tocopherol as a pale yellow oil, identical in all aspects with a... RXN SMILES: [Br:1][c:2]1[c:3]([Cl:17])[n:4][cH:5][c:6](-[n:8]2[c:9]([C:13]([F:14])([F:15])[F:16])[n:10][cH:11][cH:12]2)[cH:7]1.[CH3:20][OH:21].[H-:18].[Na+:19]>>[Br:1][c:2]1[c:3]([O:21][CH3:20])[n:4][cH:5][c:6](-[n:8]2[c:9]([C:13]([F:14])([F:15])[F:16])[n:10][cH:11][cH:12]2)[cH:7]1. The reactants are FC(F)(F)c1nccn1-c1cnc(Cl)c(Br)c1, CO, [H-], [Na+]. Product: COc1ncc(-n2ccnc2C(F)(F)F)cc1Br. Starting materials: c1ccc(COCn2cnc3ccccc32)cc1, CCOc1cc(C=Nc2ccc(C#N)cc2)c(F)c(OC(C)C)c1, C1CCOC1, [Li]CCCC. Yields the product CCOc1cc(CN(c2ccc(C#N)cc2)c2nc3ccccc3n2COCc2ccccc2)c(F)c(OC(C)C)c1. RXN SMILES: [CH2:1]([c:2]1[cH:3][cH:4][cH:5][cH:6][cH:7]1)[O:8][CH2:9][n:10]1[cH:11][n:12][c:13]2[c:14]1[cH:15][cH:16][cH:17][cH:18]2.[CH2:24]([CH3:25])[O:26][c:27]1[cH:28][c:29]([O:44][CH:45]([CH3:46])[CH3:47])[c:30]([F:43])[c:31]([CH:32]=[N:33][c:34]2[cH:35][cH:36][c:37]([C:38]#[N:39])[cH:40][cH:41]2)[cH:42]1.[CH2:48]1[O:49][CH2:50][CH2:51][CH2:52]1.[CH3:19][CH2:20][CH2:21][CH2:22][Li:23]>>[CH2:1]([c:2]1[cH:3][cH:4][cH:5][cH:6][cH:7]1)[O:8][CH2:9][n:10]1[c:11]([N:33]([CH2:32][c:31]2[c:30]([F:43])[c:29]([O:44][CH:45]([CH3:46])[CH3:47])[cH:28][c:27]([O:26][CH2:24][CH3:25])[cH:42]2)[c:34]2[cH:35][cH:36][c:37]([C:38]#[N:39])[cH:40][cH:41]2)[n:12][c:13]2[c:14]1[cH:15][cH:16][cH:17][cH:18]2. The reactants are [H-].[Na+] (sodium hydride), ice water, C1(=CC=CC=C1)C(OC1CCN(CC1)CCOCCO)C1=CC=CC=C1 (4-(diphenylmethoxy)-1-[2-(2-hydroxyethoxy)ethyl]piperidine), ClC=1C(=CC=2N(N1)N=CN2)C (6-chloro-7-methyl[1,2,4]triazolo[1,5-b]pyridazine). Run in O1CCCC1 (tetrahydrofuran). Yields the product C1(=CC=CC=C1)C(OC1CCN(CC1)CCOCCOC=1C(=CC=2N(N1)N=CN2)C)C2=CC=CC=C2 (6-[2-[2-[4-(diphenylmethoxy)piperidino] ethoxy]ethoxy]-7-methyl[1,2,4]triazolo[1,5-b]pyridazine). Yield: 64.4%. Reaction SMILES: [H-].[Na+].[C:3]1([CH:9]([C:23]2[CH:28]=[CH:27][CH:26]=[CH:25][CH:24]=2)[O:10][CH:11]2[CH2:16][CH2:15][N:14]([CH2:17][CH2:18][O:19][CH2:20][CH2:21][OH:22])[CH2:13][CH2:12]2)[CH:8]=[CH:7][CH:6]=[CH:5][CH:4]=1.Cl[C:30]1[C:31]([CH3:39])=[CH:32][C:33]2[N:34]([N:36]=[CH:37][N:38]=2)[N:35]=1>O1CCCC1>[C:23]1([CH:9]([C:3]2[CH:8]=[CH:7][CH:6]=[CH:5][CH:4]=2)[O:10][CH:11]2[CH2:16][CH2:15][N:14]([CH2:17][CH2:18][O:19][CH2:20][CH2:21][O:22][C:30]3[C:31]([CH3:39])=[CH:32][C:33]4[N:34]([N:36]=[CH:37][N:38]=4)[N:35]=3)[CH2:13][CH2:12]2)[CH:24]=[CH:25][CH:26]=[CH:27][CH:28]=1 |f:0.1|. Reported procedure: 190 mg of 60% sodium hydride in oil was suspended in 15 ml of tetrahydrofuran; 1.47 g of 4-(diphenylmethoxy)-1-[2-(2-hydroxyethoxy)ethyl]piperidine was added, followed by heating and refluxing for 1 hour. After cooling, 660 mg of 6-chloro-7-methyl[1,2,4]triazolo[1,5-b]pyridazine was added, followed by heating and refluxing for 3 hours. After cooling, ice water was added, followed by extraction with ethyl acetate; the extract was washed with saturated saline and dried with magnesium sulfate. Afte... Solvent: CCCCCCC.C(C)(C)O (n-heptane isopropanol), C(Cl)(Cl)Cl (CHCl3). Reaction SMILES: [N+]12([O-])CCC(CC1)CC2.CN(CCN(C)C)C.C([Li])CCC.[N:23]1[C:32]2[C:27](=[CH:28][CH:29]=[CH:30][CH:31]=2)[C:26](C=O)=[CH:25][CH:24]=1>C(Cl)(Cl)Cl.CCCCCCC.C(O)(C)C>[N:23]1[C:32]2[C:27](=[CH:28][CH:29]=[CH:30][CH:31]=2)[CH:26]=[CH:25][CH:24]=1 |f:5.6|. Product: N1=CC=CC2=CC=CC=C12 (Quinoline). The reactants are crude product, [N+]12(CCC(CC1)CC2)[O-] (azabicyclo[2.2.2]octane N-oxide), N1=CC=C(C2=CC=CC=C12)C=O (quinoline-4-carbaldehyde), CN(C)CCN(C)C (TMEDA), C(CCC)[Li] (n-butyllithium). Procedure: The synthesis is carried out in a similar manner to Example A5 using 3.58 g (28.2 mmol) of azabicyclo[2.2.2]octane N-oxide, 4.70 ml (31.1 mmol) of TMEDA, 20.00 ml (32.0 mmol) of n-butyllithium (1.6 M in n-hexane) and 5.00 g (31.7 mmol) of quinoline-4-carbaldehyde. The 1H NMR spectrum of the crude product shows that the two diastereomers are formed in a 1:1 ratio. Chromatographic purification on a silica gel column (ethyl acetate/triethylamine, 9:1) provides 2.95 g (39%) of rubanol as a colourles... The reactants are [OH-].[Na+] (Sodium hydroxide), CN1C(N(C2=C(C1=O)C(=C(S2)CC2=CC=CC1=CC=CC=C21)S(=O)(=O)CCCC(=O)OC)CC(C)C)=O (methyl 4-[(1,2,3,4-tetrahydro-3-methyl-1-(2-methylpropyl)-6-(1-naphthalenylmethyl)-2,4-dioxothieno[2,3-d]pyrimidin-5-yl)sulfonyl]butanoate), Cl (hydrochloric acid). The solvent is CO (methanol), O1CCCC1 (tetrahydofuran), O (water). Reaction conditions: time 4 hour. The product is CN1C(N(C2=C(C1=O)C(=C(S2)CC2=CC=CC1=CC=CC=C21)S(=O)(=O)CCCC(=O)O)CC(C)C)=O (4-[(1,2,3,4-Tetrahydro-3-methyl-1-(2-methylpropyl)-6-(1-naphthalenylmethyl)-2,4-dioxothieno[2,3-d]pyrimidin-5-yl)sulfonyl]butanoic acid). Yield: 28.7%. RXN SMILES: [OH-].[Na+].[CH3:3][N:4]1[C:9](=[O:10])[C:8]2[C:11]([S:25]([CH2:28][CH2:29][CH2:30][C:31]([O:33]C)=[O:32])(=[O:27])=[O:26])=[C:12]([CH2:14][C:15]3[C:24]4[C:19](=[CH:20][CH:21]=[CH:22][CH:23]=4)[CH:18]=[CH:17][CH:16]=3)[S:13][C:7]=2[N:6]([CH2:35][CH:36]([CH3:38])[CH3:37])[C:5]1=[O:39].Cl>CO.O1CCCC1.O>[CH3:3][N:4]1[C:9](=[O:10])[C:8]2[C:11]([S:25]([CH2:28][CH2:29][CH2:30][C:31]([OH:33])=[O:32])(=[O:27])=[O:26])=[C:12]([CH2:14][C:15]3[C:24]4[C:19](=[CH:20][CH:21]=[CH:22][CH:23]=4)[CH:18]=[CH:17][CH:16]=3)[S:13][C:7]=2[N:6]([CH2:35][CH:36]([CH3:37])[CH3:38])[C:5]1=[O:39] |f:0.1|. Procedure: Sodium hydroxide solution (1M, 1 ml) was added to a stirred suspension of methyl 4-[(1,2,3,4-tetrahydro-3-methyl-1-(2-methylpropyl)-6-(1-naphthalenylmethyl)-2,4-dioxothieno[2,3-d]pyrimidin-5-yl)sulfonyl]butanoate (0.10 g) in methanol (3 ml) and tetrahydofuran (3 ml). After 4 hours, the reaction mixture was diluted with water (20 ml), acidified with hydrochloric acid (2M) and extracted with ethyl acetate (2×30 ml). The organic extracts were evaporated under reduced pressure. The residue was parti...